Dataset: the Open Reaction Database (ORD), a public repository of structured organic reaction records. Task: describe an organic reaction: reactants, conditions, products, and yield Reactants: CC=1C=CC(=CC1NC=2N=CC=C(N2)C=3C=CC=NC3)C(=O)NC=4C=C(C=C(C4)N5C=C(N=C5)C)C(F)(F)F (Nilotinib), C(CCCCC(=O)O)(=O)O (adipic acid). Solvent: CC(C)(C)OC (MTBE). Conditions: temperature 5 celsius, time 8 hour. Product: CC=1C=CC(=CC1NC=2N=CC=C(N2)C=3C=CC=NC3)C(=O)NC=4C=C(C=C(C4)N5C=C(N=C5)C)C(F)(F)F.C(CCCCC(=O)[O-])(=O)[O-] (Nilotinib adipate). RXN SMILES: [CH3:1][C:2]1[CH:3]=[CH:4][C:5]([C:21]([NH:23][C:24]2[CH:25]=[C:26]([C:36]([F:39])([F:38])[F:37])[CH:27]=[C:28]([N:30]3[CH:34]=[N:33][C:32]([CH3:35])=[CH:31]3)[CH:29]=2)=[O:22])=[CH:6][C:7]=1[NH:8][C:9]1[N:10]=[CH:11][CH:12]=[C:13]([C:15]2[CH:16]=[CH:17][CH:18]=[N:19][CH:20]=2)[N:14]=1.[C:40]([OH:49])(=[O:48])[CH2:41][CH2:42][CH2:43][CH2:44][C:45]([OH:47])=[O:46]>CC(OC)(C)C>[CH3:1][C:2]1[CH:3]=[CH:4][C:5]([C:21]([NH:23][C:24]2[CH:25]=[C:26]([C:36]([F:38])([F:39])[F:37])[CH:27]=[C:28]([N:30]3[CH:34]=[N:33][C:32]([CH3:35])=[CH:31]3)[CH:29]=2)=[O:22])=[CH:6][C:7]=1[NH:8][C:9]1[N:10]=[CH:11][CH:12]=[C:13]([C:15]2[CH:16]=[CH:17][CH:18]=[N:19][CH:20]=2)[N:14]=1.[C:40]([O-:49])(=[O:48])[CH2:41][CH2:42][CH2:43][CH2:44][C:45]([O-:47])=[O:46] |f:3.4|. Reported procedure: Nilotinib base (0.300 g, 0.57 mmol) was dissolved in TFE (2 mL) at 40° C. to obtain a mixture. The mixture was stirred and added to a solution of adipic acid (0.041 g, 0.28 mmol) in TFE (1 mL) at 40° C. The resulting clear solution was stirred for about 4 h at 40° C. and the solution was subsequently cooled to 5° C. The mixture was kept at 5° C. overnight and then MTBE (1.5 v/v) was added to the mixture at room temperature leading to precipitation. The precipitate was filtered and the filter cak...